This data is from the Open Reaction Database (ORD), a public repository of structured organic reaction records. The task is: describe an organic reaction: reactants, conditions, products, and yield Starting materials: NC1C(=O)N(CCOCc2ccccc2)c2ccccc2-c2ccccc21, CC(O)(C(=O)O)C(=O)NCCC(F)(F)F. The product is CC(O)(C(=O)NCCC(F)(F)F)C(=O)NC1C(=O)N(CCOCc2ccccc2)c2ccccc2-c2ccccc21. As a reaction SMILES: [NH2:1][CH:2]1[c:3]2[c:4]([cH:24][cH:25][cH:26][cH:27]2)-[c:5]2[c:6]([cH:20][cH:21][cH:22][cH:23]2)[N:7]([CH2:10][CH2:11][O:12][CH2:13][c:14]2[cH:15][cH:16][cH:17][cH:18][cH:19]2)[C:8]1=[O:9].[OH:28][C:29]([C:30](=[O:31])[OH:32])([C:33](=[O:34])[NH:35][CH2:36][CH2:37][C:38]([F:39])([F:40])[F:41])[CH3:42]>>[NH:1]([CH:2]1[c:3]2[c:4]([cH:24][cH:25][cH:26][cH:27]2)-[c:5]2[c:6]([cH:20][cH:21][cH:22][cH:23]2)[N:7]([CH2:10][CH2:11][O:12][CH2:13][c:14]2[cH:15][cH:16][cH:17][cH:18][cH:19]2)[C:8]1=[O:9])[C:30]([C:29]([OH:28])([C:33](=[O:34])[NH:35][CH2:36][CH2:37][C:38]([F:39])([F:40])[F:41])[CH3:42])=[O:31]. Reactants: [Na] (sodium), C(#N)CC(=O)N (2-cyanoacetamide), ClC=1C=C(CN=[N+]=[N-])C=CC1SC1=CC=C(C=C1)Cl (3-chloro-4-(4-chlorophenylthio)benzyl azide). Run in C(C)O (ethanol). Conditions: temperature 0 celsius, time 5 minute. Product: NC1=C(N=NN1CC1=CC(=C(C=C1)SC1=CC=C(C=C1)Cl)Cl)C(=O)N (5-amino-1-(3-chloro-4-[4-chlorophenylthio]-benzyl)-1,2,3-triazole-4-carboxamide). The yield is 73.0%. As a reaction SMILES: [Na].[C:2]([CH2:4][C:5]([NH2:7])=[O:6])#[N:3].[Cl:8][C:9]1[CH:10]=[C:11]([CH:16]=[CH:17][C:18]=1[S:19][C:20]1[CH:25]=[CH:24][C:23]([Cl:26])=[CH:22][CH:21]=1)[CH2:12][N:13]=[N+:14]=[N-:15]>C(O)C>[NH2:3][C:2]1[N:13]([CH2:12][C:11]2[CH:16]=[CH:17][C:18]([S:19][C:20]3[CH:25]=[CH:24][C:23]([Cl:26])=[CH:22][CH:21]=3)=[C:9]([Cl:8])[CH:10]=2)[N:14]=[N:15][C:4]=1[C:5]([NH2:7])=[O:6] |^1:0|. Procedure details: To a stirred solution of sodium (276 mg, 12.0 mmol) in absolute ethanol (28 ml) at 60° C. was added 2-cyanoacetamide (952 mg, 11.3 mmol). The mixture was stirred 5 minutes, 3-chloro-4-(4-chlorophenylthio)benzyl azide (1.8 g, 5.8 mmol) was added, and the mixture was refluxed for 1 hour. The mixture was cooled to 0° C. and filtered. The solid product was washed with ethanol (2X), water (4X), ethanol (2X), and diethyl ether, and air dried to provide 1.67 g (73%) of 5-amino-1-(3-chloro-4-[4-chloroph... Reaction conditions: time 1 hour. As a reaction SMILES: [O:1]=[C:2]1[C:11]([CH:12]2[CH2:17][CH2:16][N:15]([C:18]([O:20][C@H:21]([CH2:26][C:27]3[CH:35]=[C:34]([CH3:36])[C:33]4[C:29](=[CH:30][N:31](COC)[N:32]=4)[CH:28]=3)[C:22]([O:24][CH3:25])=[O:23])=[O:19])[CH2:14][CH2:13]2)=[CH:10][C:9]2[C:4](=[CH:5][CH:6]=[CH:7][CH:8]=2)[NH:3]1.C(Cl)(=O)C>CO>[O:1]=[C:2]1[C:11]([CH:12]2[CH2:13][CH2:14][N:15]([C:18]([O:20][C@H:21]([CH2:26][C:27]3[CH:28]=[C:29]4[C:33](=[C:34]([CH3:36])[CH:35]=3)[NH:32][N:31]=[CH:30]4)[C:22]([O:24][CH3:25])=[O:23])=[O:19])[CH2:16][CH2:17]2)=[CH:10][C:9]2[C:4](=[CH:5][CH:6]=[CH:7][CH:8]=2)[NH:3]1. Starting materials: O=C1NC2=CC=CC=C2C=C1C1CCN(CC1)C(=O)O[C@@H](C(=O)OC)CC1=CC2=CN(N=C2C(=C1)C)COC ((R)-1-methoxy-3-(2-(methoxymethyl)-7-methyl-2H-indazol-5-yl)-1-oxopropan-2-yl 4-(2-oxo-1,2-dihydroquinolin-3-yl)piperidine-1-carboxylate), C(C)(=O)Cl (acetyl chloride). Procedure: To a solution of (R)-1-methoxy-3-(2-(methoxymethyl)-7-methyl-2H-indazol-5-yl)-1-oxopropan-2-yl 4-(2-oxo-1,2-dihydroquinolin-3-yl)piperidine-1-carboxylate (1.20 g, 2.25 mmol) in methanol (20 mL) was added acetyl chloride (0.40 mL, 5.62 mmol). The reaction was warmed to reflux and held there for 1 h. The reaction was concentrated by rotary evaporation under high vacuum and purified by column chromatography (5% methanol/dichloromethane) to give 1.09 g (99%) as a white foam solid. Mass spec.: 489.29... Run in CO (methanol). The product is O=C1NC2=CC=CC=C2C=C1C1CCN(CC1)C(=O)O[C@@H](C(=O)OC)CC=1C=C2C=NNC2=C(C1)C ((R)-1-Methoxy-3-(7-methyl-1H-indazol-5-yl)-1-oxopropan-2-yl 4-(2-oxo-1,2-dihydroquinolin-3-yl)piperidine-1-carboxylate).